Dataset: the Open Reaction Database (ORD), a public repository of structured organic reaction records. Task: describe an organic reaction: reactants, conditions, products, and yield Reactants: C1(=CC=C(C=C1)S(=O)(=O)O)C (p-toluenesulphonic acid), C(=O)C=1C=CC(=C(C(=O)OC)C1OC)SC1=C(C=C(C=C1OC)C)C=O (methyl 5-formyl-6-methoxy-2-[2-formyl-6-methoxy-4-methylphenylthio]benzoate), [OH-].[K+] (potassium hydroxide). Run in CO (methanol). The product is C(=O)C=1C=CC(=C(C(=O)O)C1OC)SC1=C(C=C(C=C1OC)C)CO (5-Formyl-6-methoxy-2-[2-hydroxymethyl-6-methoxy-4-methylphenylthio]benzoic acid). As a reaction SMILES: [CH:1]([C:3]1[CH:4]=[CH:5][C:6]([S:15][C:16]2[C:21]([O:22][CH3:23])=[CH:20][C:19]([CH3:24])=[CH:18][C:17]=2[CH:25]=[O:26])=[C:7]([C:12]=1[O:13][CH3:14])[C:8]([O:10]C)=[O:9])=[O:2].C1(C)C=CC(S(O)(=O)=O)=CC=1.[OH-].[K+]>CO>[CH:1]([C:3]1[CH:4]=[CH:5][C:6]([S:15][C:16]2[C:21]([O:22][CH3:23])=[CH:20][C:19]([CH3:24])=[CH:18][C:17]=2[CH2:25][OH:26])=[C:7]([C:12]=1[O:13][CH3:14])[C:8]([OH:10])=[O:9])=[O:2] |f:2.3|. Procedure: 302 mg (0.8 mol) of the compound from Example 17 are dissolved in 4.6 ml of methanol and stirred at 25° C. with 36 mg of p-toluenesulphonic acid for 1 h. After addition of 0.45 g of potassium hydroxide, the mixture is heated under reflux overnight. It is concentrated in vacuo, and the residue is adjusted to pH=3 using dilute hydrochloric and washed with ethyl acetate. The organic phase is dried using sodium sulphate and concentrated in vacuo. Starting materials: C(C)(C)(C)C1CCC(CC1)OC=1C=C2C=CC(=NC2=CC1)C(C)=O (1-[6-(4-tert-Butyl-cyclohexyloxy)-quinolin-2-yl]-ethanone), COC(=O)C1CNC1 (Azetidine-3-carboxylic acid methyl ester), C(C)O (Ethanol), C(#N)[BH3-].[Na+] (Sodium cyanoborohydride). Product: C(C)(C)(C)[C@@H]1CC[C@H](CC1)OC=1C=C2C=CC(=NC2=CC1)C(C)N1CC(C1)C(=O)OC (methyl 1-(1-(6-((trans)-4-tert-butylcyclohexyloxy)quinolin-2-yl)ethyl)azetidine-3-carboxylate). Isolated yield 65.1%. As a reaction SMILES: [C:1]([CH:5]1[CH2:10][CH2:9][CH:8]([O:11][C:12]2[CH:13]=[C:14]3[C:19](=[CH:20][CH:21]=2)[N:18]=[C:17]([C:22](=O)[CH3:23])[CH:16]=[CH:15]3)[CH2:7][CH2:6]1)([CH3:4])([CH3:3])[CH3:2].[CH3:25][O:26][C:27]([CH:29]1[CH2:32][NH:31][CH2:30]1)=[O:28].C(O)C.C([BH3-])#N.[Na+]>>[C:1]([C@H:5]1[CH2:10][CH2:9][C@H:8]([O:11][C:12]2[CH:13]=[C:14]3[C:19](=[CH:20][CH:21]=2)[N:18]=[C:17]([CH:22]([N:31]2[CH2:32][CH:29]([C:27]([O:26][CH3:25])=[O:28])[CH2:30]2)[CH3:23])[CH:16]=[CH:15]3)[CH2:7][CH2:6]1)([CH3:4])([CH3:3])[CH3:2] |f:3.4|. Reported procedure: 1-[6-(4-tert-Butyl-cyclohexyloxy)-quinolin-2-yl]-ethanone (68 mg, 0.00021 mol) and Azetidine-3-carboxylic acid methyl ester (23.9 mg, 0.000207 mol) was dissolved in Ethanol (0.50 mL, 0.0086 mol) and was heated to reflux for 2 hours. After cooling down to rt, Sodium cyanoborohydride (32.4 mg, 0.000516 mol) was added and was heated to reflux for 1 hour. After cooling down to rt and concentration, the mixture was dissolved into DCM and quenched with NEt3 and concentrated. The residue was chromatogr... Starting materials: CCN=C=NCCCN(C)C (EDCI), C=1C=CC2=C(C1)N=NN2O (HOBt), CCN(C(C)C)C(C)C (DIPEA), C1(CC1)C(=O)NC1=NN2C(C=CC=C2C2=CC=C(C(=O)O)C=C2)=N1 (4-[2-(Cyclopropanecarbonyl-amino)-[1,2,4]triazolo[1,5-a]pyridin-5-yl]-benzoic acid), Cl.CC1(CNC1)C (Dimethylazetidine hydrochloride salt). Run in C(Cl)Cl (DCM), O (Water). Conditions: time 10 minute. The product is CC1(CN(C1)C(=O)C1=CC=C(C=C1)C1=CC=CC=2N1N=C(N2)NC(=O)C2CC2)C (cyclopropanecarboxylic acid{5-[4-(3,3-dimethyl-azetidine-1-carbonyl)-phenyl]-[1,2,4]triazolo[1,5-a]pyridin-2-yl}-amide). RXN SMILES: CCN=C=NCCCN(C)C.C1C=CC2N(O)N=NC=2C=1.CCN(C(C)C)C(C)C.[CH:31]1([C:34]([NH:36][C:37]2[N:54]=[C:40]3[CH:41]=[CH:42][CH:43]=[C:44]([C:45]4[CH:53]=[CH:52][C:48]([C:49](O)=[O:50])=[CH:47][CH:46]=4)[N:39]3[N:38]=2)=[O:35])[CH2:33][CH2:32]1.Cl.[CH3:56][C:57]1([CH3:61])[CH2:60][NH:59][CH2:58]1>C(Cl)Cl.O>[CH3:56][C:57]1([CH3:61])[CH2:60][N:59]([C:49]([C:48]2[CH:47]=[CH:46][C:45]([C:44]3[N:39]4[N:38]=[C:37]([NH:36][C:34]([CH:31]5[CH2:33][CH2:32]5)=[O:35])[N:54]=[C:40]4[CH:41]=[CH:42][CH:43]=3)=[CH:53][CH:52]=2)=[O:50])[CH2:58]1 |f:4.5|. Procedure details: EDCI (3.59 g, 0.019 mol), HOBt (2.53 g, 0.019 mol) and DIPEA (4.48 mL) were added to a solution of 4-[2-(Cyclopropanecarbonyl-amino)-[1,2,4]triazolo[1,5-a]pyridin-5-yl]-benzoic acid (4 g, 0.012 mol) in DCM (150 mL) at room temperature. The resulting mixture was stirred for 10 min at room temperature. Dimethylazetidine hydrochloride salt (1.64 g, 0.013 mol) was added to the solution and the reaction is stirred for 16 hrs. Water was added to the reaction mixture. The organic layer was separated an... Reactants: C1(C=2C(C(N1C1[C@@H]3N(C(=C(CS3)C)C(=O)O)C1=O)=O)=CC=CC2)=O (7-phthalimido-3-methyl-3 -cephem-4-carboxylic acid), O1CCOCC1 (dioxane), KHCO3. Solvent: O (water). Reaction conditions: time 2 hour. Yields the product C1(C=2C(C(N1C1[C@@H]3N(C(=C(CS3)C)C(=O)OCC3=CC=C(C=C3)OC)C1=O)=O)=CC=CC2)=O (p-Methoxybenzyl 7-phthalimido-3-methyl-3cephem-4-carboxylate). RXN SMILES: [C:1]1(=[O:24])[N:5]([CH:6]2[C:17](=[O:18])[N:8]3[C:9]([C:14]([OH:16])=[O:15])=[C:10]([CH3:13])[CH2:11][S:12][C@H:7]23)[C:4](=[O:19])[C:3]2=[CH:20][CH:21]=[CH:22][CH:23]=[C:2]12.O1[CH2:30][CH2:29][O:28][CH2:27]C1>O>[C:4]1(=[O:19])[N:5]([CH:6]2[C:17](=[O:18])[N:8]3[C:9]([C:14]([O:16][CH2:3][C:2]4[CH:1]=[CH:30][C:29]([O:28][CH3:27])=[CH:22][CH:23]=4)=[O:15])=[C:10]([CH3:13])[CH2:11][S:12][C@H:7]23)[C:1](=[O:24])[C:2]2=[CH:23][CH:22]=[CH:21][CH:20]=[C:3]12. Procedure details: To a suspension of 13.4 g. (38 mmol.) of 7-phthalimido-3-methyl-3 -cephem-4-carboxylic acid in 20 ml. of dioxane and 10 ml. of water were slowly added 3.8 g. of KHCO3. The solution was evaporated to dryness, and 100 ml. of DMF and 8.8 g. of p-methoxybenzyl bromide were added to the potassium salt residue. The mixture was stirred for 2 hrs. and then poured onto 200 g. of ice. The resulting mixture was extracted twice with ethyl acetate. The extract was washed with water and brine, dried, and the ... The reactants are ClCC1=NC=C(C(=C1C)[N+](=O)[O-])C (2-chloromethyl-3,5-dimethyl-4-nitropyridine), SC=1NC2=C(N1)C=CC(=C2)OC (2-mercapto-5-methoxy benzimidazole). Product: COC1=CC2=C(NC(=N2)SCC2=NC=C(C(=C2C)[N+](=O)[O-])C)C=C1 (5-methoxy-2-(((3,5-dimethyl-4-nitro-2-pyridinyl)methyl)thio)-1H-benzimidazole). RXN SMILES: Cl[CH2:2][C:3]1[C:8]([CH3:9])=[C:7]([N+:10]([O-:12])=[O:11])[C:6]([CH3:13])=[CH:5][N:4]=1.[SH:14][C:15]1[NH:16][C:17]2[CH:23]=[C:22]([O:24][CH3:25])[CH:21]=[CH:20][C:18]=2[N:19]=1>>[CH3:25][O:24][C:22]1[CH:21]=[CH:20][C:18]2[NH:19][C:15]([S:14][CH2:2][C:3]3[C:8]([CH3:9])=[C:7]([N+:10]([O-:12])=[O:11])[C:6]([CH3:13])=[CH:5][N:4]=3)=[N:16][C:17]=2[CH:23]=1. Procedure: The 2-chloromethyl-3,5-dimethyl-4-nitropyridine of formula-III is dissolved in a protic solvent and reacted with 2-mercapto-5-methoxy benzimidazole of the formula-VII with a base to get 5-methoxy-2-(((3,5-dimethyl-4-nitro-2-pyridinyl)methyl)thio)-1H-benzimidazole of formula-VIII. After recrystallization from suitable solvents, pure compound-VIII is obtained with an impurity, 5-methoxy-2-(((3,5-dimethyl-4-chloro-2-pyridinyl)methyl)thio-1H-benzimidazole, of formula-XV less than 0.1%.